From a dataset of the Open Reaction Database (ORD), a public repository of structured organic reaction records. describe an organic reaction: reactants, conditions, products, and yield Starting materials: C(#CCCCCCCCCCC)C1=C(C=CC=C1)F (2-(1-dodecynyl)fluorobenzene), C(C)(CC)[Li] (sec-butyllithium), CN(C=O)C (dimethylformamide). Run in C(C)(=O)OCC (ethyl acetate), O1CCCC1 (tetrahydrofuran). Conditions: temperature -78 celsius, time 30 minute. Product: FC1=C(C=O)C=CC=C1C#CCCCCCCCCCC (2-Fluoro-3-(1-dodecynyl)benzaldehyde). Yield: 91.0%. RXN SMILES: [C:1]([C:13]1[CH:18]=[CH:17][CH:16]=[CH:15][C:14]=1[F:19])#[C:2][CH2:3][CH2:4][CH2:5][CH2:6][CH2:7][CH2:8][CH2:9][CH2:10][CH2:11][CH3:12].C([Li])(CC)C.CN(C)[CH:27]=[O:28]>O1CCCC1.C(OCC)(=O)C>[F:19][C:14]1[C:13]([C:1]#[C:2][CH2:3][CH2:4][CH2:5][CH2:6][CH2:7][CH2:8][CH2:9][CH2:10][CH2:11][CH3:12])=[CH:18][CH:17]=[CH:16][C:15]=1[CH:27]=[O:28]. Procedure: To a solution of 7.00 g (27.0 mmol) of 2-(1-dodecynyl)fluorobenzene in tetrahydrofuran (60 ml) at -78° C. was added slowly sec-butyllithium (1.3M, cyclohexane) (21 ml). The mixture was stirred at -78° C. for 30 min, and dimethylformamide (2.8 ml) was added dropwise. The mixture was stirred for 5 min at -78° C. and allowed to warm to room temperature. The mixture was diluted with ethyl acetate and washed with water. The organic phase was separated, dried over anhydrous magnesium sulfate, filtered... The reactants are C(CCCCCC)C1=CC=CC=C1 (n-heptylbenzene), FC(C(=O)O)(F)F (trifluoroacetic acid), FC(C(=O)O)(F)F (trifluoroacetic acid). Solvent: C1N2CN3CN1CN(C2)C3 (hexamethylenetetramine). Product: C(CCCCCC)C1=CC=C(C=O)C=C1 (4-heptylbenzaldehyde). Reaction SMILES: [CH2:1]([C:8]1[CH:13]=[CH:12][CH:11]=[CH:10][CH:9]=1)[CH2:2][CH2:3][CH2:4][CH2:5][CH2:6][CH3:7].FC(F)(F)[C:16](O)=[O:17]>C1N2CN3CN(C2)CN1C3>[CH2:1]([C:8]1[CH:9]=[CH:10][C:11]([CH:16]=[O:17])=[CH:12][CH:13]=1)[CH2:2][CH2:3][CH2:4][CH2:5][CH2:6][CH3:7]. Procedure: 88 g of n-heptylbenzene are taken up in 50 ml of trifluoroacetic acid and 70 g of hexamethylenetetramine. The whole is refluxed for 12 hours after which the excess of trifluoroacetic acid is distilled off by means of a water jet airpump. The mixture is then poured in ice water and neutralized with soda. After extraction with ether the resulting ether solution is evaporated and the resulting 4-heptylbenzaldehyde is used for the following process step. Starting materials: C(C=1C(O)=CC=CC1)(=O)O (Salicylic acid), COC=1C=C2C(=CC1OC)C(=O)C(C2)CC3CCN(CC3)CC=4C=CC=CC4 (Donepezil). The solvent is C(C)(=O)OCC (ethyl acetate). Yields the product COC=1C=C2C(=CC1OC)C(=O)C(C2)CC3CCN(CC3)CC=4C=CC=CC4.C(C=1C(O)=CC=CC1)(=O)[O-] (Donepezil Salicylate). Reaction SMILES: [C:1]([OH:10])(=[O:9])[C:2]1[C:3](=[CH:5][CH:6]=[CH:7][CH:8]=1)[OH:4].[CH3:11][O:12][C:13]1[CH:14]=[C:15]2[CH2:24][CH:23]([CH2:25][CH:26]3[CH2:31][CH2:30][N:29]([CH2:32][C:33]4[CH:34]=[CH:35][CH:36]=[CH:37][CH:38]=4)[CH2:28][CH2:27]3)[C:21](=[O:22])[C:16]2=[CH:17][C:18]=1[O:19][CH3:20]>C(OCC)(=O)C>[CH3:11][O:12][C:13]1[CH:14]=[C:15]2[CH2:24][CH:23]([CH2:25][CH:26]3[CH2:27][CH2:28][N:29]([CH2:32][C:33]4[CH:38]=[CH:37][CH:36]=[CH:35][CH:34]=4)[CH2:30][CH2:31]3)[C:21](=[O:22])[C:16]2=[CH:17][C:18]=1[O:19][CH3:20].[C:1]([O-:10])(=[O:9])[C:2]1[C:3](=[CH:5][CH:6]=[CH:7][CH:8]=1)[OH:4] |f:3.4|. Procedure details: Salicylic acid (1.38 g, dissolved in 35 ml of absolute ethanol) is slowly added to a solution of Donepezil (3.79 g) in ethyl acetate (70 ml) with stirring at room temperature. The solid precipitated is filtered and dried at 55° C. under vacuum to give the title compound. Melting point: 176.5° C.